Dataset: the Open Reaction Database (ORD), a public repository of structured organic reaction records. Task: describe an organic reaction: reactants, conditions, products, and yield Yields the product CC(C)(C)OC(=O)N1CCc2cc(NC(=O)NCc3ccc4c(c3)CN(C3CCC(=O)NC3=O)C4=O)ccc2C1. Reactants: O=C(n1ccnc1)n1ccnc1, CS(=O)(=O)O, CC(C)(C)OC(=O)N1CCc2cc(N)ccc2C1, NCc1ccc2c(c1)CN(C1CCC(=O)NC1=O)C2=O, CN(C)C=O, O. Reaction SMILES: [C:26](=[O:27])([n:28]1[cH:29][cH:30][n:31][cH:32]1)[n:33]1[cH:34][cH:35][n:36][cH:37]1.[CH3:1][S:2]([OH:3])(=[O:4])=[O:5].[NH2:38][c:39]1[cH:40][c:41]2[c:46]([cH:47][cH:48]1)[CH2:45][N:44]([C:49](=[O:50])[O:51][C:52]([CH3:53])([CH3:54])[CH3:55])[CH2:43][CH2:42]2.[NH2:6][CH2:7][c:8]1[cH:9][c:10]2[c:14]([cH:15][cH:16]1)[C:13](=[O:17])[N:12]([CH:18]1[C:19](=[O:25])[NH:20][C:21](=[O:24])[CH2:22][CH2:23]1)[CH2:11]2.[O:57]=[CH:58][N:59]([CH3:60])[CH3:61].[OH2:56]>>[NH:6]([CH2:7][c:8]1[cH:9][c:10]2[c:14]([cH:15][cH:16]1)[C:13](=[O:17])[N:12]([CH:18]1[C:19](=[O:25])[NH:20][C:21](=[O:24])[CH2:22][CH2:23]1)[CH2:11]2)[C:26](=[O:27])[NH:38][c:39]1[cH:40][c:41]2[c:46]([cH:47][cH:48]1)[CH2:45][N:44]([C:49](=[O:50])[O:51][C:52]([CH3:53])([CH3:54])[CH3:55])[CH2:43][CH2:42]2. Reactants: COC1=C(C=CC(=O)O)C=CC(=C1)OC (2,4-dimethoxycinnamic acid), CO (methanol), [H][H] (hydrogen). Reagents/catalysts: catalyst. Solvent: C(C)(=O)OCC (ethyl acetate). Reaction conditions: time 2 day. The product is COC1=C(C=CC(=C1)OC)CCC(=O)OC (Methyl 3-(2,4-dimethoxyphenyl)propionate). RXN SMILES: [CH3:1][O:2][C:3]1[CH:13]=[C:12]([O:14][CH3:15])[CH:11]=[CH:10][C:4]=1[CH:5]=[CH:6][C:7]([OH:9])=[O:8].[H][H].[CH3:18]O>C(OCC)(=O)C>[CH3:1][O:2][C:3]1[CH:13]=[C:12]([O:14][CH3:15])[CH:11]=[CH:10][C:4]=1[CH2:5][CH2:6][C:7]([O:9][CH3:18])=[O:8]. Procedure details: 20.8 g of 2,4-dimethoxycinnamic acid are dissolved in a hot mixture of 500 ml of methanol and 100 ml of ethyl acetate and, after addition of 1 g of catalyst (10% Pd/C), hydrogenated under atmospheric pressure. The uptake of hydrogen ought to be complete after 3 hours. If the hydrogenation is incomplete, more fresh catalyst is added. After the reaction is complete, the catalyst is removed, the solution is concentrated to about 200 ml, 20 ml of an approx. 2.4 M methanolic hydrochloric acid solutio... The reactants are N[C@@H](CC1=CNC2=CC=CC=C12)C(=O)NCCCCNC(=O)OC(C)(C)C (Trp-NH(CH2)4NHBoc), C=1C=CC2=C(C1)N=NN2O (HOBt), N([C@@H](CC1=CC=C(C=C1)OCC1=CC=CC=C1)C(=O)N[C@@H](CC(N)=O)C(=O)O)C(=O)OC(C)(C)C (N-Boc-Tyr(Bn)-Asn-OH), C(CCl)Cl (EDC). Run in C(Cl)Cl.CN(C)C=O (CH2Cl2 DMF). Yields the product N([C@@H](CC1=CC=C(C=C1)OCC1=CC=CC=C1)C(=O)N[C@@H](CC(N)=O)C(=O)N[C@@H](CC1=CNC2=CC=CC=C12)C(=O)NCCCCNC(=O)OC(C)(C)C)C(=O)OC(C)(C)C (N-Boc-Tyr(Bn)-Asn-Trp-NH(CH2)4NHBoc). Isolated yield 28.4%. RXN SMILES: [NH2:1][C@H:2]([C:13]([NH:15][CH2:16][CH2:17][CH2:18][CH2:19][NH:20][C:21]([O:23][C:24]([CH3:27])([CH3:26])[CH3:25])=[O:22])=[O:14])[CH2:3][C:4]1[C:12]2[C:7](=[CH:8][CH:9]=[CH:10][CH:11]=2)[NH:6][CH:5]=1.[NH:28]([C:56]([O:58][C:59]([CH3:62])([CH3:61])[CH3:60])=[O:57])[C@H:29]([C:45]([NH:47][C@H:48]([C:53](O)=[O:54])[CH2:49][C:50](=[O:52])[NH2:51])=[O:46])[CH2:30][C:31]1[CH:36]=[CH:35][C:34]([O:37][CH2:38][C:39]2[CH:44]=[CH:43][CH:42]=[CH:41][CH:40]=2)=[CH:33][CH:32]=1.C(Cl)CCl.C1C=CC2N(O)N=NC=2C=1>C(Cl)Cl.CN(C=O)C>[NH:28]([C:56]([O:58][C:59]([CH3:62])([CH3:61])[CH3:60])=[O:57])[C@H:29]([C:45]([NH:47][C@H:48]([C:53]([NH:1][C@H:2]([C:13]([NH:15][CH2:16][CH2:17][CH2:18][CH2:19][NH:20][C:21]([O:23][C:24]([CH3:27])([CH3:26])[CH3:25])=[O:22])=[O:14])[CH2:3][C:4]1[C:12]2[C:7](=[CH:8][CH:9]=[CH:10][CH:11]=2)[NH:6][CH:5]=1)=[O:54])[CH2:49][C:50](=[O:52])[NH2:51])=[O:46])[CH2:30][C:31]1[CH:36]=[CH:35][C:34]([O:37][CH2:38][C:39]2[CH:44]=[CH:43][CH:42]=[CH:41][CH:40]=2)=[CH:33][CH:32]=1 |f:4.5|. Procedure details: compound SP323C2. Same procedure as above with Trp-NH(CH2)4NHBoc (108.7 mg, 0.29 mmol), N-Boc-Tyr(Bn)-Asn-OH (140.9 mg, 0.29 mmol), EDC (61.8 mg, 0.32 mmol) and HOBt (43.6 mg, 0.32 mmol) in CH2Cl2/DMF (2 mL, 1/1). The crude residue was purified by flash column chromatography on silica gel (2-6% MeOH/CH2Cl2) to give an white solid (69.3 mg, 28%). 1H NMR (300 MHz, DMSO-d6) δ 1.18-1.37 (m, 4H, 2 CH2 putrescine), 1.28 (s, 9H, (CH3)3), 1.37 (s, 9H, (CH3)3), 2.42-3.2 (m, 10H, CH2 Tyr, CH2 Trp, CH2 Asn... The reactants are ClC1=NC=C(C(=N1)N)C (2-chloro-5-methylpyrimidin-4-amine), C(=O)([O-])[O-].[Na+].[Na+] (Na2CO3), FC1=C(C=C(C=C1)F)B(O)O (2,5-difluorophenylboronic acid). Reagents/catalysts: Cl[Pd]([P](C1=CC=CC=C1)(C2=CC=CC=C2)C3=CC=CC=C3)([P](C4=CC=CC=C4)(C5=CC=CC=C5)C6=CC=CC=C6)Cl (Bis(triphenylphosphine)palladium chloride). Reaction conditions: temperature 95 celsius. Product: FC1=C(C=C(C=C1)F)C1=NC=C(C(=N1)N)C (2-(2,5-difluorophenyl)-5-methylpyrimidin-4-amine). Reaction SMILES: Cl[C:2]1[N:7]=[C:6]([NH2:8])[C:5]([CH3:9])=[CH:4][N:3]=1.C([O-])([O-])=O.[Na+].[Na+].[F:16][C:17]1[CH:22]=[CH:21][C:20]([F:23])=[CH:19][C:18]=1B(O)O>Cl[Pd](Cl)([P](C1C=CC=CC=1)(C1C=CC=CC=1)C1C=CC=CC=1)[P](C1C=CC=CC=1)(C1C=CC=CC=1)C1C=CC=CC=1>[F:16][C:17]1[CH:22]=[CH:21][C:20]([F:23])=[CH:19][C:18]=1[C:2]1[N:7]=[C:6]([NH2:8])[C:5]([CH3:9])=[CH:4][N:3]=1 |f:1.2.3,^1:29,48|. Reported procedure: Bis(triphenylphosphine)palladium chloride (0.733 g, 1.045 mmol), 2-chloro-5-methylpyrimidin-4-amine (1.5 g, 10.45 mmol), Na2CO3 (5.22 mL, 10.45 mmol) and 2,5-difluorophenylboronic acid (2.145 g, 13.58 mmol) were combined and heated at 95° C. overnight. The reaction was filtered warm through a pad of Celite®, the solids rinsed with dioxane (3×25 mL) and the filtrate was concentrated directly onto a silica chromatography column which was then eluted with EtOAc (0-100%) in hexanes afforded 2-(2,5-d... Reactants: NC1=CC=C(C=C1)C1=NNC(CC2=C1C=C1C(=C2)OCO1)=O (1-(4-aminophenyl)-7,8-methylenedioxy-3,5-dihydro-2,3-benzodiazepin-4(4H)-one), O([Na])C#N (NaOCN). The solvent is CCOC(=O)C (EtOAc), C(C)(=O)O (acetic acid). Reaction conditions: time 4 hour. The product is C1OC=2C(=CC3=C(CC(NN=C3C3=CC=C(C=C3)NC(=O)N)=O)C2)O1 (7,8-Methylenedioxy-1-(4-ureidophenyl)-3,5-dihydro-2,3-benzodiazepin-4(4H)-one). The yield is 29.8%. As a reaction SMILES: [NH2:1][C:2]1[CH:7]=[CH:6][C:5]([C:8]2[C:14]3[CH:15]=[C:16]4[O:21][CH2:20][O:19][C:17]4=[CH:18][C:13]=3[CH2:12][C:11](=[O:22])[NH:10][N:9]=2)=[CH:4][CH:3]=1.[O:23]([C:25]#[N:26])[Na]>C(O)(=O)C.CCOC(C)=O>[CH2:20]1[O:21][C:16]2=[CH:15][C:14]3[C:8]([C:5]4[CH:6]=[CH:7][C:2]([NH:1][C:25]([NH2:26])=[O:23])=[CH:3][CH:4]=4)=[N:9][NH:10][C:11](=[O:22])[CH2:12][C:13]=3[CH:18]=[C:17]2[O:19]1. Procedure: To a solution of 1-(4-aminophenyl)-7,8-methylenedioxy-3,5-dihydro-2,3-benzodiazepin-4(4H)-one (119 mg, 0.403 mmol) in acetic acid (2 mL) was added NaOCN (38 mg, 0.58 mmol) at room temperature. The mixture was stirred at room temperature for 4 h, diluted with EtOAc (80 mL), washed with 2 N NaOH, water and brine, dried over Na2SO4 and concentrated in vacuo. The residue was purified by chromatography to afford the title compound as a yellow solid (40 mg, 0.12 mmol, 30%), mp: 238°-241° C. 1H NMR (DM... Reactants: OC=1C(=NC=CC1)C(=O)O (3-hydroxypyridine-2-carboxylic acid), FC(C=1C=C(N)C=C(C1)C(F)(F)F)(F)F (3,5-bis(trifluoromethyl)aniline), raw materials. Yields the product FC(C=1C=C(C=C(C1)C(F)(F)F)NC(=O)C1=NC=CC=C1O)(F)F (N-[3,5-Bis(trifluoromethyl)phenyl]-3-hydroxypyridine-2-carboxamide). The yield is 45.0%. RXN SMILES: [OH:1][C:2]1[C:3]([C:8]([OH:10])=O)=[N:4][CH:5]=[CH:6][CH:7]=1.[F:11][C:12]([F:25])([F:24])[C:13]1[CH:14]=[C:15]([CH:17]=[C:18]([C:20]([F:23])([F:22])[F:21])[CH:19]=1)[NH2:16]>>[F:11][C:12]([F:24])([F:25])[C:13]1[CH:14]=[C:15]([NH:16][C:8]([C:3]2[C:2]([OH:1])=[CH:7][CH:6]=[CH:5][N:4]=2)=[O:10])[CH:17]=[C:18]([C:20]([F:21])([F:23])[F:22])[CH:19]=1. Procedure details: Using 3-hydroxypyridine-2-carboxylic acid and 3,5-bis(trifluoromethyl)aniline as the raw materials, the same operation as the example 24 gave the title compound. The reactants are C[Si](C)(C)C#N, ClCCl, [I-], [I-], O=C1CCN2CCCC1C2, [Zn+2]. Yields the product NCC1(O)CCN2CCCC1C2. As a reaction SMILES: [CH3:1][Si:2]([CH3:3])([CH3:4])[C:5]#[N:6].[Cl:17][CH2:18][Cl:19].[I-:20].[I-:22].[N:7]12[CH2:8][CH2:9][C:10](=[O:16])[CH:11]([CH2:12][CH2:13][CH2:14]1)[CH2:15]2.[Zn+2:21]>>[CH2:5]([NH2:6])[C:10]1([OH:16])[CH2:9][CH2:8][N:7]2[CH2:14][CH2:13][CH2:12][CH:11]1[CH2:15]2. The reactants are NC1=CC(=NN1C1=CC=C2CCN(CC2=C1)C(=O)OC(C)(C)C)C(C)(C)C (tert-butyl 7-(5-amino-3-tert-butyl-1H-pyrazol-1-yl)-3,4-dihydroisoquinoline-2(1H)-carboxylate), C(=O)(OCC(Cl)(Cl)Cl)Cl (Troc-Cl), C(=O)(O)[O-].[Na+] (NaHCO3). The solvent is CCOC(=O)C (EtOAc). Reaction conditions: time 5 hour. Product: C(C)(C)(C)C1=NN(C(=C1)C(=O)OCC(Cl)(Cl)Cl)C1=CC=C2CCN(CC2=C1)C(=O)OC(C)(C)C (tert-butyl 7-(3-tert-butyl-5-((2,2,2-trichloroethoxy)carbonyl)-1H-pyrazol-1-yl)-3,4-dihydroisoquinoline-2(1H)-carboxylate). Isolated yield 96.3%. Reaction SMILES: N[C:2]1[N:6]([C:7]2[CH:16]=[C:15]3[C:10]([CH2:11][CH2:12][N:13]([C:17]([O:19][C:20]([CH3:23])([CH3:22])[CH3:21])=[O:18])[CH2:14]3)=[CH:9][CH:8]=2)[N:5]=[C:4]([C:24]([CH3:27])([CH3:26])[CH3:25])[CH:3]=1.[C:28](Cl)([O:30][CH2:31][C:32]([Cl:35])([Cl:34])[Cl:33])=[O:29].C([O-])(O)=O.[Na+]>CCOC(C)=O>[C:24]([C:4]1[CH:3]=[C:2]([C:28]([O:30][CH2:31][C:32]([Cl:35])([Cl:34])[Cl:33])=[O:29])[N:6]([C:7]2[CH:16]=[C:15]3[C:10]([CH2:11][CH2:12][N:13]([C:17]([O:19][C:20]([CH3:21])([CH3:23])[CH3:22])=[O:18])[CH2:14]3)=[CH:9][CH:8]=2)[N:5]=1)([CH3:26])([CH3:27])[CH3:25] |f:2.3|. Procedure details: To a stirring solution of tert-butyl 7-(5-amino-3-tert-butyl-1H-pyrazol-1-yl)-3,4-dihydroisoquinoline-2(1H)-carboxylate (0.50 g, 1.35 mmol) and Troc-Cl (0.19 ml, 1.38 mmol) in EtOAc (15 mL) was added satd. NaHCO3 (2.75 ml, 2.02 mmol). The resulting biphasic mixture was stirred at RT for 5 h. The layers were separated and the organic washed with sat'd. NaHCO3 (1×) and brine (1×), dried (Na2SO4) and concentrated in vacuo to obtain tert-butyl 7-(3-tert-butyl-5-((2,2,2-trichloroethoxy)carbonyl)-1H-p... Yields the product CCCC12CCC(O)(CC1)C(F)(F)C2(F)F. Reactants: CCOC(C)=O, CCO, Cl, CCCCCC(=O)OC12CCC(CCC)(CC1)C(F)(F)C2(F)F, [K+], [OH-], O. Reaction SMILES: [CH3:28][CH2:29][O:30][C:31](=[O:32])[CH3:33].[CH3:34][CH2:35][OH:36].[ClH:27].[F:1][C:2]1([F:23])[C:3]2([O:15][C:16]([CH2:17][CH2:18][CH2:19][CH2:20][CH3:21])=[O:22])[CH2:4][CH2:5][C:6]([CH2:12][CH2:13][CH3:14])([C:7]1([F:8])[F:9])[CH2:10][CH2:11]2.[K+:25].[OH-:24].[OH2:26]>>[F:1][C:2]1([F:23])[C:3]2([OH:15])[CH2:4][CH2:5][C:6]([CH2:12][CH2:13][CH3:14])([C:7]1([F:8])[F:9])[CH2:10][CH2:11]2. Conditions: time 8 hour. Reaction SMILES: Cl[CH2:2][CH2:3][C:4]1[C:9](=[O:10])[N:8]2[CH2:11][CH:12]([O:15][CH3:16])[CH2:13][CH2:14][C:7]2=[N:6][C:5]=1[CH3:17].Cl.[F:19][C:20]1[CH:34]=[CH:33][C:23]2[C:24]([CH:27]3[CH2:32][CH2:31][NH:30][CH2:29][CH2:28]3)=[N:25][O:26][C:22]=2[CH:21]=1.CC(NC(C)C)C>CO>[F:19][C:20]1[CH:34]=[CH:33][C:23]2[C:24]([CH:27]3[CH2:28][CH2:29][N:30]([CH2:2][CH2:3][C:4]4[C:9](=[O:10])[N:8]5[CH2:11][CH:12]([O:15][CH3:16])[CH2:13][CH2:14][C:7]5=[N:6][C:5]=4[CH3:17])[CH2:31][CH2:32]3)=[N:25][O:26][C:22]=2[CH:21]=1 |f:1.2|. Solvent: CO (methanol). Yields the product FC1=CC2=C(C(=NO2)C2CCN(CC2)CCC2=C(N=C3N(C2=O)CC(CC3)OC)C)C=C1 (3-[2-[4-(6-fluoro-1,2-benzisoxazol-3-yl)-1-piperidinyl]ethyl]-6,7,8,9-tetrahydro-7-methoxy-2-methyl-4H-pyrido[1,2-a]-pyrimidin-4-one). Procedure details: A mixture of 6 parts of 3-(2-chloroethyl)-6,7,8,9-tetrahydro-7-methoxy-2-methyl-4H-pyrido[1,2-a]pyrimidin-4-one, 4.8 parts of 6-fluoro-3-(4-piperidinyl)-1,2-benzisoxazole monohydrochloride, 6.1 parts of N-(1-methylethyl)-2-propanamine and 16 parts of methanol was stirred overnight at reflux temperature. The reaction mixture was evaporated and the residue was taken up in water. The product was extracted with trichloromethane. The extract was dried, filtered and evaporated. The residue was purifie... Yield: 100.0%. Reactants: ClCCC1=C(N=C2N(C1=O)CC(CC2)OC)C (3-(2-chloroethyl)-6,7,8,9-tetrahydro-7-methoxy-2-methyl-4H-pyrido[1,2-a]pyrimidin-4-one), Cl.FC1=CC2=C(C(=NO2)C2CCNCC2)C=C1 (6-fluoro-3-(4-piperidinyl)-1,2-benzisoxazole monohydrochloride), CC(C)NC(C)C (N-(1-methylethyl)-2-propanamine).